Task: describe an organic reaction: reactants, conditions, products, and yield. Dataset: the Open Reaction Database (ORD), a public repository of structured organic reaction records Reactants: ONC(C1=CC=C(C=C1)S(N)(=O)=O)=N (N-hydroxy-4-sulfamoyl-benzamidine), FC(C1=CC(=NC(=N1)C(=O)O)C1=CC=C(C=C1)C(F)(F)F)F (6-difluoromethyl-4-(4-trifluoromethyl-phenyl)-pyrimidine-2-carboxylic acid). Product: FC(C1=NC(=NC(=C1)C1=CC=C(C=C1)C(F)(F)F)C1=NC(=NO1)C1=CC=C(C=C1)S(=O)(=O)N)F (4-{5-[4-Difluoromethyl-6-(4-trifluoromethyl-phenyl)-pyrimidin-2-yl]-[1,2,4]oxadiazol-3-yl}-benzenesulfonamide), solid. Yield: 39.0%. As a reaction SMILES: [OH:1][NH:2][C:3](=[NH:14])[C:4]1[CH:9]=[CH:8][C:7]([S:10](=[O:13])(=[O:12])[NH2:11])=[CH:6][CH:5]=1.[F:15][CH:16]([F:36])[C:17]1[N:22]=[C:21]([C:23](O)=O)[N:20]=[C:19]([C:26]2[CH:31]=[CH:30][C:29]([C:32]([F:35])([F:34])[F:33])=[CH:28][CH:27]=2)[CH:18]=1>>[F:36][CH:16]([F:15])[C:17]1[CH:18]=[C:19]([C:26]2[CH:27]=[CH:28][C:29]([C:32]([F:35])([F:34])[F:33])=[CH:30][CH:31]=2)[N:20]=[C:21]([C:23]2[O:1][N:2]=[C:3]([C:4]3[CH:9]=[CH:8][C:7]([S:10]([NH2:11])(=[O:12])=[O:13])=[CH:6][CH:5]=3)[N:14]=2)[N:22]=1. Procedure details: The title compound was prepared from N-hydroxy-4-sulfamoyl-benzamidine [CAS-No. 4476-10-2] (0.16 g, 0.75 mmol) and 6-difluoromethyl-4-(4-trifluoromethyl-phenyl)-pyrimidine-2-carboxylic acid (example D.3) (0.16 g, 0.5 mmol) according to the general procedure V. Obtained as a white solid (0.096 g, 39%). MS (ISP) 498.3 [(M+H)+]; mp 307° C. The reactants are CO, COC(=O)C1CCCN1c1ccc([N+](=O)[O-])cc1. Product: COC(=O)C1CCCN1c1ccc(N)cc1. Reaction SMILES: [CH3:19][OH:20].[CH3:1][O:2][C:3](=[O:4])[CH:5]1[N:6]([c:10]2[cH:11][cH:12][c:13]([N+:16]([O-:17])=[O:18])[cH:14][cH:15]2)[CH2:7][CH2:8][CH2:9]1>>[CH3:1][O:2][C:3](=[O:4])[CH:5]1[N:6]([c:10]2[cH:11][cH:12][c:13]([NH2:16])[cH:14][cH:15]2)[CH2:7][CH2:8][CH2:9]1. Starting materials: [N+](=O)([O-])C1=CC=NC2=C1C(C=1C(=CC=NC1C2=O)C2=C(C=CC=C2)NC(C(F)(F)F)=O)=O (6-Nitro-4-(2-trifluoroacetamidophenyl)-pyrido[3,2-g]quinoline-5,10-dione), FC(C(=O)O)(F)F (trifluoroacetic acid). Solvent: C(Cl)Cl (CH2Cl2). Conditions: time 8 hour. Yields the product [N+](=O)([O-])C=1C=CN=C2C(C=3C=4C(=C5C(=NC4C12)C=CC=C5)C=CN3)=O (12-Nitrobenzo[b]pyrido[4,3,2-de][1,7]phenanthroline-8-one). Yield: 49.8%. Reaction SMILES: [N+:1]([C:4]1[C:9]2[C:10](=O)[C:11]3[C:12]([C:19]4[CH:24]=[CH:23][CH:22]=[CH:21][C:20]=4[NH:25]C(=O)C(F)(F)F)=[CH:13][CH:14]=[N:15][C:16]=3[C:17](=[O:18])[C:8]=2[N:7]=[CH:6][CH:5]=1)([O-:3])=[O:2].FC(F)(F)C(O)=O>C(Cl)Cl>[N+:1]([C:4]1[CH:5]=[CH:6][N:7]=[C:8]2[C:9]=1[C:10]1[N:25]=[C:20]3[CH:21]=[CH:22][CH:23]=[CH:24][C:19]3=[C:12]3[CH:13]=[CH:14][N:15]=[C:16]([C:11]=13)[C:17]2=[O:18])([O-:3])=[O:2]. Reported procedure: 365 mg (0.826 mmol) of the compound of Example 3 and 2 mL of trifluoroacetic acid in 20 mL of CH2Cl2 are refluxed for 3 hours. After evaporating off the solvent on a rotary evaporator, the residue is taken up in 20 mL of 1N NaOH and 20 mL of CHCl3 and the reaction medium is stirred overnight. The organic phase is recovered and the aqueous phase is extracted with CHCl3 (5 times 20 mL). After drying the organic phases over MgSO4 and evaporating off the solvent on a rotary evaporator, the residue i... Reactants: O=C([O-])O, COc1ccc(C(=O)N(C(=O)c2ccc(OC)cc2)c2nc3ccc(N(C)C)cc3c(NCc3ccco3)c2C#N)cc1, CC(=O)O, CC#N, [Na+]. Product: COc1ccc(C(=O)Nc2nc3ccc(N(C)C)cc3c(NCc3ccco3)c2C#N)cc1. Reaction SMILES: [C:48](=[O:49])([O-:50])[OH:51].[CH3:1][O:2][c:3]1[cH:4][cH:5][c:6]([C:7](=[O:8])[N:9]([c:10]2[n:11][c:12]3[cH:13][cH:14][c:15]([N:29]([CH3:30])[CH3:31])[cH:16][c:17]3[c:18]([NH:22][CH2:23][c:24]3[o:25][cH:26][cH:27][cH:28]3)[c:19]2[C:20]#[N:21])[C:32](=[O:33])[c:34]2[cH:35][cH:36][c:37]([O:38][CH3:39])[cH:40][cH:41]2)[cH:42][cH:43]1.[CH3:44][C:45](=[O:46])[OH:47].[CH3:53][C:54]#[N:55].[Na+:52]>>[CH3:1][O:2][c:3]1[cH:4][cH:5][c:6]([C:7](=[O:8])[NH:9][c:10]2[n:11][c:12]3[cH:13][cH:14][c:15]([N:29]([CH3:30])[CH3:31])[cH:16][c:17]3[c:18]([NH:22][CH2:23][c:24]3[o:25][cH:26][cH:27][cH:28]3)[c:19]2[C:20]#[N:21])[cH:42][cH:43]1. The reactants are [OH-].[Li+] (lithium hydroxide), C(C)(C)(C)OC(=O)N(S(=O)(=O)C1=C(C=CC(=C1)C(=O)NN1C(CC2=CC=CC=C12)C)Cl)CC=1C=C(C(=O)OC)C=CC1 (Methyl 3-({(tert-butoxycarbonyl)[(2-chloro-5-{[(2-methyl-2,3-dihydro-1H-indol-1-yl)amino]carbonyl}phenyl)sulphonyl]-amino}methyl)benzoate), O (water). Run in C(C)#N.O (acetonitrile water). Product: C(C)(C)(C)OC(=O)N(S(=O)(=O)C1=C(C=CC(=C1)C(=O)NN1C(CC2=CC=CC=C12)C)Cl)CC=1C=C(C(=O)O)C=CC1 (3-({(tert-Butoxycarbonyl)[(2-chloro-5-{[(2-methyl-2,3-dihydro-1H-indol-1-yl)amino]carbonyl}phenyl)sulphonyl]amino}methyl)-benzoic Acid). Reaction SMILES: [C:1]([O:5][C:6]([N:8]([CH2:32][C:33]1[CH:34]=[C:35]([CH:40]=[CH:41][CH:42]=1)[C:36]([O:38]C)=[O:37])[S:9]([C:12]1[CH:17]=[C:16]([C:18]([NH:20][N:21]2[C:29]3[C:24](=[CH:25][CH:26]=[CH:27][CH:28]=3)[CH2:23][CH:22]2[CH3:30])=[O:19])[CH:15]=[CH:14][C:13]=1[Cl:31])(=[O:11])=[O:10])=[O:7])([CH3:4])([CH3:3])[CH3:2].[OH-].[Li+].O>C(#N)C.O>[C:1]([O:5][C:6]([N:8]([CH2:32][C:33]1[CH:34]=[C:35]([CH:40]=[CH:41][CH:42]=1)[C:36]([OH:38])=[O:37])[S:9]([C:12]1[CH:17]=[C:16]([C:18]([NH:20][N:21]2[C:29]3[C:24](=[CH:25][CH:26]=[CH:27][CH:28]=3)[CH2:23][CH:22]2[CH3:30])=[O:19])[CH:15]=[CH:14][C:13]=1[Cl:31])(=[O:10])=[O:11])=[O:7])([CH3:2])([CH3:3])[CH3:4] |f:1.2,4.5|. Procedure details: Dissolve the compound obtained in Step B (1.14×10−3 mol) in an acetonitrile/water (40 ml/8 ml) mixture. Add lithium hydroxide (1.14×10−2 mol) and heat at 50° C. with stirring. After heating for 2 hours, the reaction mixture is poured into water (100 ml). Extract 3 times with ethyl acetate (50 ml). The organic phase is then washed with water and then with brine, dried over magnesium sulphate, filtered and evaporated to dryness under reduced pressure. Starting materials: N#Cc1ccc(C(=O)CBr)cc1, C1CCOC1, CC(C)(CO)Nc1nc(-c2ccc(C#N)cc2)cs1. The product is CC1(C)COC(=N)N1c1nc(-c2ccc(C#N)cc2)cs1. RXN SMILES: [Br:20][CH2:21][C:22]([c:23]1[cH:24][cH:25][c:26]([C:28]#[N:29])[cH:27][cH:30]1)=[O:31].[O:32]1[CH2:33][CH2:34][CH2:35][CH2:36]1.[OH:1][CH2:2][C:3]([CH3:4])([CH3:5])[NH:6][c:7]1[s:8][cH:9][c:10](-[c:12]2[cH:13][cH:14][c:15]([C:16]#[N:17])[cH:18][cH:19]2)[n:11]1>>[O:1]1[CH2:2][C:3]([CH3:4])([CH3:5])[N:6]([c:7]2[s:8][cH:9][c:10](-[c:12]3[cH:13][cH:14][c:15]([C:16]#[N:17])[cH:18][cH:19]3)[n:11]2)[C:28]1=[NH:29]. Starting materials: NC1=CN=C(S1)S (5-amino-2-mercaptothiazole), [O-]C#N.[Na+] (sodium cyanate), Cl (hydrochloric acid), O1CCCC1 (tetrahydrofuran). Solvent: O (water), C(C)(=O)O (acetic acid), O (water), O (water), C(C)(=O)OCC (ethyl acetate). Run at time 2 hour. Yields the product N(C(=O)N)C1=CN=C(S1)S (5-ureido-2-mercaptothiazole). Isolated yield 6.6%. RXN SMILES: [NH2:1][C:2]1[S:6][C:5]([SH:7])=[N:4][CH:3]=1.[O-:8][C:9]#[N:10].[Na+].O1CCCC1.Cl>O.C(O)(=O)C.C(OCC)(=O)C>[NH:1]([C:2]1[S:6][C:5]([SH:7])=[N:4][CH:3]=1)[C:9]([NH2:10])=[O:8] |f:1.2|. Procedure details: To a mixture of 5-amino-2-mercaptothiazole (6.61 g) in water (34 ml) and acetic acid (17 ml) was added a solution of sodium cyanate (6.50 g) in water (55 ml) at 35° C. After stirring at the same temperature for 2 hours, the solution was poured into a mixture of water, tetrahydrofuran and ethyl acetate, and adjusted to pH 3.0 with 1N-hydrochloric acid. The separated organic layer was washed with saturated sodium chloride solution (×2), dried over magnesium sulfate and evaporated under reduced pre... The reactants are FC1=CC=C(CNC(=O)C=2SC=CC2C)C=C1 (N-(4-fluorobenzyl)-3-methylthiophene-2-carboxamide), C(C1=CC=CC=C1)NC(=O)C=1OC=CC1C (N-benzyl-3-methylfuran-2-carboxamide), BrN1C(CCC1=O)=O (N-bromosuccinimide). Yields the product BrC1=CC(=C(S1)C(=O)NCC1=CC=C(C=C1)F)C (5-bromo-N-(4-fluorobenzyl)-3-methylthiophene-2-carboxamide). Yield: 87.0%. Reaction SMILES: [F:1][C:2]1[CH:17]=[CH:16][C:5]([CH2:6][NH:7][C:8]([C:10]2[S:11][CH:12]=[CH:13][C:14]=2[CH3:15])=[O:9])=[CH:4][CH:3]=1.C(NC(C1OC=CC=1C)=O)C1C=CC=CC=1.[Br:34]N1C(=O)CCC1=O>>[Br:34][C:12]1[S:11][C:10]([C:8]([NH:7][CH2:6][C:5]2[CH:16]=[CH:17][C:2]([F:1])=[CH:3][CH:4]=2)=[O:9])=[C:14]([CH3:15])[CH:13]=1. Procedure details: Following the procedure as described in Preparation 19, making variations only as required to use N-(4-fluorobenzyl)-3-methylthiophene-2-carboxamide) in place of N-benzyl-3-methylfuran-2-carboxamide to react with N-bromosuccinimide, 5-bromo-N-(4-fluorobenzyl)-3-methylthiophene-2-carboxamide was obtained as a colorless solid in 87% yield: 1H NMR (300 MHz, CD3CN) δ 7.38-7.32 (m, 2H), 7.10-7.03 (m, 2H), 6.97 (s, 1H), 4.45 (d, J=6.1 Hz, 2H), 2.40 (s, 3H); MS (ES+) m/z 328.1 (M+1), 330.1 (M+1).